From a dataset of the Open Reaction Database (ORD), a public repository of structured organic reaction records. describe an organic reaction: reactants, conditions, products, and yield Starting materials: C1=CC=CC2=CC3=CC=CC=C3C(=C12)COC=1C2=C(C(=NC1C(=O)OCC)CC1=CC=CC=C1)C(=NO2)C2=CC=CC=C2 (Ethyl 7-(anthracen-9-ylmethoxy)-4-benzyl-3-phenylisoxazolo[4,5-c]pyridine-6-carboxylate), FC(C(=O)O)(F)F (Trifluoroacetic acid). Solvent: C(Cl)Cl (CH2Cl2). Reaction conditions: temperature 0 celsius, time 20 minute. Product: C(C1=CC=CC=C1)C1=NC(=C(C2=C1C(=NO2)C2=CC=CC=C2)O)C(=O)OCC (Ethyl 4-benzyl-7-hydroxy-3-phenylisoxazolo[4,5-c]pyridine-6-carboxylate). Isolated yield 41.8%. Reaction SMILES: C1C2C(=CC3C(C=2C[O:16][C:17]2[C:18]4[O:37][N:36]=[C:35]([C:38]5[CH:43]=[CH:42][CH:41]=[CH:40][CH:39]=5)[C:19]=4[C:20]([CH2:28][C:29]4[CH:34]=[CH:33][CH:32]=[CH:31][CH:30]=4)=[N:21][C:22]=2[C:23]([O:25][CH2:26][CH3:27])=[O:24])=CC=CC=3)C=CC=1.FC(F)(F)C(O)=O>C(Cl)Cl>[CH2:28]([C:20]1[C:19]2[C:35]([C:38]3[CH:39]=[CH:40][CH:41]=[CH:42][CH:43]=3)=[N:36][O:37][C:18]=2[C:17]([OH:16])=[C:22]([C:23]([O:25][CH2:26][CH3:27])=[O:24])[N:21]=1)[C:29]1[CH:34]=[CH:33][CH:32]=[CH:31][CH:30]=1. Procedure details: Ethyl 7-(anthracen-9-ylmethoxy)-4-benzyl-3-phenylisoxazolo[4,5-c]pyridine-6-carboxylate (110 mg, 0.23 mmol) was dissolved in 2 mL of CH2Cl2 and cooled in an ice bath. Trifluoroacetic acid (0.18 mL, 2.30 mmol) was added and the mixture was stirred at 0° C. for 20 min. Solvent and excess TFA were evaporated off, and the residue was partitioned between 20 mL of EtOAc and 20 mL of saturated sodium bicarbonate solution. The pH of the mixture was adjusted to 3 by addition of 4M hydrochloric acid. The ... Reactants: C(C)N1N=C(C(=C1)C1=C2C(=NC=C1F)NC=C2)C2=CC=C(N)C=C2 (4-[1-ethyl-4-(5-fluoro-1H-pyrrolo[2,3-b]pyridin-4-yl)-1H-pyrazol-3-yl]aniline), CNC (dimethylamine), O1CCCC1 (tetrahydrofuran). Product: C(C)N1N=C(C(=C1)C1=C2C(=NC=C1F)NC=C2)C2=CC=C(C=C2)NC(N(C)C)=O (N′-{4-[1-ethyl-4-(5-fluoro-1H-pyrrolo[2,3-b]pyridin-4-yl)-1H-pyrazol-3-yl]phenyl}-N,N-dimethylurea). As a reaction SMILES: [CH2:1]([N:3]1[CH:7]=[C:6]([C:8]2[C:13]([F:14])=[CH:12][N:11]=[C:10]3[NH:15][CH:16]=[CH:17][C:9]=23)[C:5]([C:18]2[CH:24]=[CH:23][C:21]([NH2:22])=[CH:20][CH:19]=2)=[N:4]1)[CH3:2].[CH3:25][NH:26][CH3:27].[O:28]1[CH2:32]CCC1>>[CH2:1]([N:3]1[CH:7]=[C:6]([C:8]2[C:13]([F:14])=[CH:12][N:11]=[C:10]3[NH:15][CH:16]=[CH:17][C:9]=23)[C:5]([C:18]2[CH:24]=[CH:23][C:21]([NH:22][C:32](=[O:28])[N:26]([CH3:27])[CH3:25])=[CH:20][CH:19]=2)=[N:4]1)[CH3:2]. Procedure details: Following the procedure described in Example 5a with 4-[1-ethyl-4-(5-fluoro-1H-pyrrolo[2,3-b]pyridin-4-yl)-1H-pyrazol-3-yl]aniline and 2M dimethylamine in tetrahydrofuran afforded the title compound. ESMS [M+H]+: 393.4 As a reaction SMILES: [CH2:1]([c:2]1[cH:3][cH:4][cH:5][cH:6][cH:7]1)[O:8][c:9]1[cH:10][c:11]([CH:17]2[CH2:18][C:19](=[O:22])[NH:20][CH2:21]2)[cH:12][cH:13][c:14]1[O:15][CH3:16].[CH3:25][OH:26].[Cl:27][CH2:28][Cl:29].[H:23][H:24]>>[OH:8][c:9]1[cH:10][c:11]([CH:17]2[CH2:18][C:19](=[O:22])[NH:20][CH2:21]2)[cH:12][cH:13][c:14]1[O:15][CH3:16]. Product: COc1ccc(C2CNC(=O)C2)cc1O. Reactants: COc1ccc(C2CNC(=O)C2)cc1OCc1ccccc1, CO, ClCCl, [H][H]. Reactants: CC1=C(C(=O)C(=O)OCC)C=CC=C1 (ethyl 2-methylbenzoylformate), BrBr (bromine), ice water, C(C1=CC=CC=C1)(=O)OOC(C1=CC=CC=C1)=O (benzoyl peroxide), CCCCCC.C(C)(=O)OCC (hexane ethyl acetate). Run in ClC1=CC=CC=C1 (chlorobenzene), ClC1=CC=CC=C1 (chlorobenzene), ClC1=CC=CC=C1 (chlorobenzene). Yields the product BrCC1=C(C(=O)C(=O)OCC)C=CC=C1 (ethyl 2-(bromomethyl)benzoylformate). Yield: 9.9%. RXN SMILES: [CH3:1][C:2]1[CH:14]=[CH:13][CH:12]=[CH:11][C:3]=1[C:4]([C:6]([O:8][CH2:9][CH3:10])=[O:7])=[O:5].[Br:15]Br.C(OOC(=O)C1C=CC=CC=1)(=O)C1C=CC=CC=1.CCCCCC.C(OCC)(=O)C>ClC1C=CC=CC=1>[Br:15][CH2:1][C:2]1[CH:14]=[CH:13][CH:12]=[CH:11][C:3]=1[C:4]([C:6]([O:8][CH2:9][CH3:10])=[O:7])=[O:5] |f:3.4|. Procedure: To a solution of ethyl 2-methylbenzoylformate (10 g) in chlorobenzene (50 ml) were added a solution of bromine (10 g) in chlorobenzene (20 ml) and a suspension of 25%-hydrous benzoyl peroxide (1 g) in chlorobenzene (10 ml) over 2 hours and the mixture was heated under reflux for 1 hour. The reaction mixture was cooled with ice-water and filtered through a pad of celite. The filtrate was concentrated under reduced pressure to give a yellow oil. The oil was subjected to silica gel column chromatog... Starting materials: NC1=NNC2=NC=NC(=C21)NC2=CC(=CC=C2)Cl (3-amino-4-(3-chlorophenylamino)-1H-pyrazolo[3,4-d]pyrimidine), C(C)(=O)O (acetic acid), C(C1=CC=CO1)=O (furfural). The solvent is CO (methanol). Yields the product ClC=1C=C(C=CC1)NC1=C2C(=NC=N1)NN=C2N=CC=2OC=CC2 (4-(3-chloro-phenylamino)-3-[(fur-2-yl)-methyleneamino]-1H-pyrazolo[3,4-d]-pyrimidine). Reaction SMILES: [NH2:1][C:2]1[C:10]2[C:5](=[N:6][CH:7]=[N:8][C:9]=2[NH:11][C:12]2[CH:17]=[CH:16][CH:15]=[C:14]([Cl:18])[CH:13]=2)[NH:4][N:3]=1.C(O)(=O)C.[CH:23](=O)[C:24]1[O:28][CH:27]=[CH:26][CH:25]=1>CO>[Cl:18][C:14]1[CH:13]=[C:12]([NH:11][C:9]2[N:8]=[CH:7][N:6]=[C:5]3[NH:4][N:3]=[C:2]([N:1]=[CH:23][C:24]4[O:28][CH:27]=[CH:26][CH:25]=4)[C:10]=23)[CH:17]=[CH:16][CH:15]=1. Procedure: Analogously to Example 32, 261 mg (1.00 mmol) of 3-amino-4-(3-chlorophenylamino)-1H-pyrazolo[3,4-d]pyrimidine (see Step 1.6) and 180 mg of acetic acid are dissolved in 26 ml of methanol and reacted with 144 mg (1.5 mmol) of furfural to form 4-(3-chloro-phenylamino)-3-[(fur-2-yl)-methyleneamino]-1H-pyrazolo[3,4-d]-pyrimidine. Reduction of the above intermediate in 15 ml of DMEU with 8 ml (8 mmol) of DIBAL-H and analogous working-up yield 4-(3-chloro-phenylamino-3-[(fur-2-yl)-methylamino]-1H-pyraz... Reactants: [N-]1C=NC=C1.C1=CC=C(C2=NC3=CC=CC=C3C=C12)C(=O)O (acridine-4-carboxylic acid imidazolide), NCCCNCCCN (N,N-bis(3-aminopropyl)amine). The product is C1=CC=C(C2=NC3=CC=CC=C3C=C12)C(=O)NCCCNCCCNC(=O)C1=CC=CC2=CC3=CC=CC=C3N=C12 (bis[3-(acridine-4-carboxamido)propyl]amine). Isolated yield 80.0%. As a reaction SMILES: [N-]1[CH:5]=[CH:4][N:3]=[CH:2]1.[CH:6]1[C:19]2[C:10](=[N:11][C:12]3[C:17]([CH:18]=2)=[CH:16][CH:15]=[CH:14][CH:13]=3)[C:9]([C:20]([OH:22])=O)=[CH:8][CH:7]=1.[NH2:23][CH2:24][CH2:25][CH2:26][NH:27][CH2:28][CH2:29][CH2:30][NH2:31]>>[CH:6]1[C:19]2[C:10](=[N:11][C:12]3[C:17]([CH:18]=2)=[CH:16][CH:15]=[CH:14][CH:13]=3)[C:9]([C:20]([NH:23][CH2:24][CH2:25][CH2:26][NH:27][CH2:28][CH2:29][CH2:30][NH:31][C:20]([C:9]2[C:2]3[C:19](=[CH:18][C:5]4[C:4]([N:3]=3)=[CH:17][CH:12]=[CH:13][CH:14]=4)[CH:6]=[CH:7][CH:8]=2)=[O:22])=[O:22])=[CH:8][CH:7]=1 |f:0.1|. Reported procedure: Similar reaction of acridine-4-carboxylic acid imidazolide with N,N-bis(3-aminopropyl)amine as above, followed by purification of the product by chromatography on alumina-90, eluting with CH2Cl2 /MeOH (20:1), gave bis[3-(acridine-4-carboxamido)propyl]amine (35) (80%) as an oil. 1H NMR [(CD3)2SO] δ 11.40 (t, J=5.4 Hz, 2 H, 2×CONH), 9.19 (s, 2 H, H-9), 8.71 (d, J=7.1 Hz, 2 H, H-3), 8.32 (d, J=8.5 Hz, 2 H, ArH), 8.18-8.00 (m, 4 H, ArH), 7.83-7.62 (m, 4 H, ArH), 7.51 (t, J=7.5 Hz, 2H, ArH), 3.64 (q,... Starting materials: COC(C1=CC(=C(C=C1)NC1CC2CCC(C1)N2C)O)=O (3-hydroxy-4-(8-methyl-8-aza-bicyclo[3.2.1]oct-3-ylamino)-benzoic acid methyl ester), C(=O)(C(F)(F)F)O (TFA), FC1=C(C(=CC=C1)OC)[N+](=O)[O-] (1-Fluoro-3-methoxy-2-nitrobenzene), FC1=C(C=CC=C1)[N+](=O)[O-] (2-fluoronitrobenzene), FC1=C(C(=CC=C1)OC)[N+](=O)[O-] (1-fluoro-3-methoxy-2-nitrobenzene), OC=1C=C(C#N)C=CC1NC1CC2CCC(C1)N2C (3-hydroxy-4-(8-methyl-8-aza-bicyclo[3.2.1]oct-3-ylamino)-benzonitrile), OC=1C=C(C#N)C=CC1NC1CC2CCC(C1)N2C (3-Hydroxy-4-(8-methyl-8-aza-bicyclo[3.2.1]oct-3-ylamino)-benzonitrile), COC(C1=CC(=C(C=C1)NC1CC2CCC(C1)N2C)O)=O (3-Hydroxy-4-(8-methyl-8-aza-bicyclo[3.2.1]oct-3-ylamino)-benzoic acid methyl ester). Yields the product COC1=C2OC=3C=C(C=CC3N(C2=CC=C1)C1CC2CCC(C1)N2C)C#N (6-Methoxy-10-(8-methyl-8-aza-bicyclo[3.2.1]oct-3-yl)-10H-phenoxazine-3-carbonitrile), C(=O)(C(F)(F)F)O (TFA). As a reaction SMILES: [OH:1][C:2]1[CH:3]=[C:4]([CH:7]=[CH:8][C:9]=1[NH:10][CH:11]1[CH2:17][CH:16]2[N:18]([CH3:19])[CH:13]([CH2:14][CH2:15]2)[CH2:12]1)[C:5]#[N:6].[C:20]([OH:26])([C:22]([F:25])([F:24])[F:23])=[O:21].COC(=O)C1C=CC(NC2CC3N(C)C(CC3)C2)=C(O)C=1.F[C:49]1[CH:54]=[CH:53][CH:52]=[C:51]([O:55][CH3:56])[C:50]=1[N+]([O-])=O.FC1C=CC=CC=1[N+]([O-])=O>>[CH3:56][O:55][C:51]1[CH:52]=[CH:53][CH:54]=[C:49]2[C:50]=1[O:1][C:2]1[CH:3]=[C:4]([C:5]#[N:6])[CH:7]=[CH:8][C:9]=1[N:10]2[CH:11]1[CH2:17][CH:16]2[N:18]([CH3:19])[CH:13]([CH2:14][CH2:15]2)[CH2:12]1.[C:20]([OH:26])([C:22]([F:25])([F:24])[F:23])=[O:21]. Procedure: Using an adaptation of Procedure 2, substituting the TFA salt of 3-hydroxy-4-(8-methyl-8-aza-bicyclo[3.2.1]oct-3-ylamino)-benzonitrile, 2p for the TFA salt of 3-hydroxy-4-(8-methyl-8-aza-bicyclo[3.2.1]oct-3-ylamino)-benzoic acid methyl ester, 1a, and 1-fluoro-3-methoxy-2-nitrobenzene, 1e for 2-fluoronitrobenzene, the title compound 6-methoxy-10-(8-methyl-8-aza-bicyclo[3.2.1]oct-3-yl)-10H-phenoxazine-3-carbonitrile, 3p was obtained as TFA salt and as a mixture of endo and exo isomers after purifi... Reactants: C(C)(C)(C)OC(N([C@H](CC1=CC=CC=C1)C(=O)N(N(C)C)C)C)=O (N-methyl-N-[(1R)-2-phenyl-1-(N,N',N'-trimethylhydrazinocarbonyl)ethyl]carbamic acid tert-butyl ester), FC(C(=O)O)(F)F (trifluoroacetic acid). Run in C(Cl)Cl (methylene chloride). Run at time 30 minute. Product: CN(N(C([C@@H](CC1=CC=CC=C1)NC)=O)C)C ((2R)-2-methylamino-3-phenylpropionic acid trimethylhydrazide). Yield: 148.0%. As a reaction SMILES: C(O[C:6](=O)[N:7](C)[C@@H:8]([C:16]([N:18]([CH3:22])[N:19]([CH3:21])[CH3:20])=[O:17])[CH2:9][C:10]1[CH:15]=[CH:14][CH:13]=[CH:12][CH:11]=1)(C)(C)C.FC(F)(F)C(O)=O>C(Cl)Cl>[CH3:21][N:19]([CH3:20])[N:18]([CH3:22])[C:16](=[O:17])[C@H:8]([NH:7][CH3:6])[CH2:9][C:10]1[CH:15]=[CH:14][CH:13]=[CH:12][CH:11]=1. Reported procedure: To a solution of N-methyl-N-[(1R)-2-phenyl-1-(N,N',N'-trimethylhydrazinocarbonyl)ethyl]carbamic acid tert-butyl ester (0.3 g, 0.89 mmol) in methylene chloride (1 ml) was added trifluoroacetic acid (1 ml) and the mixture was stirred for 30 min. The mixture was concentrated in vacuo, stripped three times with methylene chloride and suspended in methylene chloride:(methanol/ammonia) (1:1) (2 ml) and trifluoroammonium acetate precipitated. Then diethyl ether (10 ml) was added and the mixture was fil...